Task: describe an organic reaction: reactants, conditions, products, and yield. Dataset: the Open Reaction Database (ORD), a public repository of structured organic reaction records Starting materials: C(C=CC1=CC=CC=C1)Br (cinnamylbromide), C(=O)(OC)CC1=CC(=CC(=C1)OCC1=CC=CC=C1)CC(=O)OC (1,3-di-(carbomethoxymethyl)-5-benzyloxybenzene), C(C1=CC=CC=C1)Br (benzyl bromide), C(CC1=CC=CC=C1)Br (phenethyl bromide), C(=O)(OC)CC1=CC(=CC(=C1)OCCC1=CC=CC=C1)CC(=O)OC (1,3-di-(carbomethoxymethyl)-5-phenethyloxybenzene). The product is C(=O)(O)CC1=CC(=CC(=C1)OCC1=CC=CC=C1)CC(=O)O (1,3-di-(carboxymethyl)-5-benzyloxybenzene), C(=O)(O)CC1=CC(=CC(=C1)OCCC1=CC=CC=C1)CC(=O)O (1,3-di-(carboxymethyl)-5-phenethyloxybenzene). RXN SMILES: C(Br)C1C=CC=CC=1.C(Br)CC1C=CC=CC=1.C(Br)C=CC1C=CC=CC=1.[C:28]([CH2:32][C:33]1[CH:38]=[C:37]([O:39][CH2:40][C:41]2[CH:46]=[CH:45][CH:44]=[CH:43][CH:42]=2)[CH:36]=[C:35]([CH2:47][C:48]([O:50]C)=[O:49])[CH:34]=1)([O:30]C)=[O:29].[C:52]([CH2:56][C:57]1[CH:62]=[C:61]([O:63][CH2:64][CH2:65][C:66]2[CH:71]=[CH:70][CH:69]=[CH:68][CH:67]=2)[CH:60]=[C:59]([CH2:72][C:73]([O:75]C)=[O:74])[CH:58]=1)([O:54]C)=[O:53]>>[C:48]([CH2:47][C:35]1[CH:36]=[C:37]([O:39][CH2:40][C:41]2[CH:42]=[CH:43][CH:44]=[CH:45][CH:46]=2)[CH:38]=[C:33]([CH2:32][C:28]([OH:30])=[O:29])[CH:34]=1)([OH:50])=[O:49].[C:73]([CH2:72][C:59]1[CH:60]=[C:61]([O:63][CH2:64][CH2:65][C:66]2[CH:71]=[CH:70][CH:69]=[CH:68][CH:67]=2)[CH:62]=[C:57]([CH2:56][C:52]([OH:54])=[O:53])[CH:58]=1)([OH:75])=[O:74]. Reported procedure: When the procedure of Example 1 is followed and benzyl bromide or phenethyl bromide are used in place of cinnamylbromide in Step G, then the products prepared are 1,3-di-(carbomethoxymethyl)-5-benzyloxybenzene and 1,3-di-(carbomethoxymethyl)-5-phenethyloxybenzene. These compounds are hydrolyzed in the same manner as Example 1, Step H to obtain 1,3-di-(carboxymethyl)-5-benzyloxybenzene and 1,3-di-(carboxymethyl)-5-phenethyloxybenzene.